This data is from the Open Reaction Database (ORD), a public repository of structured organic reaction records. The task is: describe an organic reaction: reactants, conditions, products, and yield Starting materials: Cc1cc(N)n[nH]1, CCN(C(C)C)C(C)C, Clc1cc(Cl)nc(-c2ccccc2Cl)n1, [I-], [Na+], CN(C)C=O. Product: Cc1cc(Nc2cc(Cl)nc(-c3ccccc3Cl)n2)n[nH]1. As a reaction SMILES: [CH3:1][c:2]1[cH:3][c:4]([NH2:7])[n:5][nH:6]1.[CH:8]([N:9]([CH2:10][CH3:11])[CH:12]([CH3:13])[CH3:14])([CH3:15])[CH3:16].[Cl:19][c:20]1[n:21][c:22](-[c:27]2[c:28]([Cl:33])[cH:29][cH:30][cH:31][cH:32]2)[n:23][c:24]([Cl:26])[cH:25]1.[I-:18].[Na+:17].[O:34]=[CH:35][N:36]([CH3:37])[CH3:38]>>[CH3:1][c:2]1[cH:3][c:4]([NH:7][c:24]2[n:23][c:22](-[c:27]3[c:28]([Cl:33])[cH:29][cH:30][cH:31][cH:32]3)[n:21][c:20]([Cl:19])[cH:25]2)[n:5][nH:6]1.